From a dataset of the Open Reaction Database (ORD), a public repository of structured organic reaction records. describe an organic reaction: reactants, conditions, products, and yield Reactants: C[Li] (methyllithium), C(C)(C)(C)OC(=O)N1CC2OC2C1 (6-oxa-3-azabicyclo[3.1.0]hexane-3-carboxylic acid tert-butyl ester). The reagents and catalysts are [Cu]I (copper (I) iodide). Solvent: C(C)OCC (diethyl ether), C(C)OCC (diethyl ether). Reaction conditions: temperature -10 celsius, time 20 minute. Yields the product C(C)(C)(C)OC(=O)N1C[C@H]([C@@H](C1)C)O (trans-3-hydroxy-4-methylpyrrolidine-1-carboxylic acid tert-butyl ester). RXN SMILES: [CH3:1][Li].[C:3]([O:7][C:8]([N:10]1[CH2:15][CH:14]2[CH:12]([O:13]2)[CH2:11]1)=[O:9])([CH3:6])([CH3:5])[CH3:4]>C(OCC)C.[Cu]I>[C:3]([O:7][C:8]([N:10]1[CH2:11][C@@H:12]([CH3:1])[C@H:14]([OH:13])[CH2:15]1)=[O:9])([CH3:4])([CH3:5])[CH3:6]. Procedure details: Cool down a suspension of copper (I) iodide (1 g, 5.5 mmol) in dry diethyl ether (13 mL) under nitrogen to −10° C. with a saturated aqueous sodium chloride/ice bath and add methyllithium (1.6 M in diethyl ether, 6.8 mL, 10.9 mmol) dropwise to maintain the temperature at −10° C. Stir for 20 min at this temperature and add a solution of 6-oxa-3-azabicyclo[3.1.0]hexane-3-carboxylic acid tert-butyl ester (430 mg, 2.32 mmol) in dry diethyl ether (5 mL). Stir for 1 h at −10° C. then add water (5 mL) d... The reactants are [Al+3], [H-], [H-], [H-], [H-], [Li+], C1CCOC1, CC(C)(C#N)c1cccc(-c2ccnc3[nH]ncc23)c1. Product: CC(C)(CN)c1cccc(-c2ccnc3[nH]ncc23)c1. As a reaction SMILES: [Al+3:22].[H-:21].[H-:24].[H-:25].[H-:26].[Li+:23].[O:27]1[CH2:28][CH2:29][CH2:30][CH2:31]1.[nH:1]1[n:2][cH:3][c:4]2[c:5]1[n:6][cH:7][cH:8][c:9]2-[c:10]1[cH:11][c:12]([C:16]([C:17]#[N:18])([CH3:19])[CH3:20])[cH:13][cH:14][cH:15]1>>[nH:1]1[n:2][cH:3][c:4]2[c:5]1[n:6][cH:7][cH:8][c:9]2-[c:10]1[cH:11][c:12]([C:16]([CH2:17][NH2:18])([CH3:19])[CH3:20])[cH:13][cH:14][cH:15]1. The reactants are C(C)(C)(C)OC(=O)N[C@@H](CC(C)C)C(=O)O (N-(tert-butoxycarbonyl)-L-leucine), FC(C=1C=C(N)C=C(C1)C(F)(F)F)(F)F (3,5-bis(trifluoromethyl)aniline), raw materials. The product is N[C@H](C(=O)NC1=CC(=CC(=C1)C(F)(F)F)C(F)(F)F)CC(C)C ((S)-2-Amino-4-methyl-N-[3,5-bis(trifluoromethyl)phenyl]pentanamide). Yield: 25.2%. RXN SMILES: C(OC([NH:8][C@H:9]([C:14](O)=[O:15])[CH2:10][CH:11]([CH3:13])[CH3:12])=O)(C)(C)C.[F:17][C:18]([F:31])([F:30])[C:19]1[CH:20]=[C:21]([CH:23]=[C:24]([C:26]([F:29])([F:28])[F:27])[CH:25]=1)[NH2:22]>>[NH2:8][C@@H:9]([CH2:10][CH:11]([CH3:13])[CH3:12])[C:14]([NH:22][C:21]1[CH:20]=[C:19]([C:18]([F:30])([F:31])[F:17])[CH:25]=[C:24]([C:26]([F:27])([F:28])[F:29])[CH:23]=1)=[O:15]. Reported procedure: Using N-(tert-butoxycarbonyl)-L-leucine and 3,5-bis(trifluoromethyl)aniline as the raw materials, the same operation as the Example 302(1) gave the title compound. Starting materials: 14.2, COCC1(CCN(CC1)C(=O)OCC1=CC=CC=C1)NC1=CC=CC=C1 ((phenylmethyl) 4-(methoxymethyl)-4-(phenylamino)-1-piperidinecarboxylate), C(OCC)(=O)Cl (ethyl carbonochloridate). Reaction conditions: temperature 110 celsius. Yields the product 14.2, C(C)OC(=O)N(C1(CCN(CC1)C(=O)OCC1=CC=CC=C1)COC)C1=CC=CC=C1 ((phenylmethyl) 4-[(ethoxycarbonyl)phenylamino]-4-(methoxymethyl)-1-piperidinecarboxylate). The yield is 83.5%. Reaction SMILES: [CH3:1][O:2][CH2:3][C:4]1([NH:20][C:21]2[CH:26]=[CH:25][CH:24]=[CH:23][CH:22]=2)[CH2:9][CH2:8][N:7]([C:10]([O:12][CH2:13][C:14]2[CH:19]=[CH:18][CH:17]=[CH:16][CH:15]=2)=[O:11])[CH2:6][CH2:5]1.[C:27](Cl)(=[O:31])[O:28][CH2:29][CH3:30]>>[CH2:29]([O:28][C:27]([N:20]([C:21]1[CH:26]=[CH:25][CH:24]=[CH:23][CH:22]=1)[C:4]1([CH2:3][O:2][CH3:1])[CH2:5][CH2:6][N:7]([C:10]([O:12][CH2:13][C:14]2[CH:15]=[CH:16][CH:17]=[CH:18][CH:19]=2)=[O:11])[CH2:8][CH2:9]1)=[O:31])[CH3:30]. Procedure: A mixture of 14.2 parts of (phenylmethyl) 4-(methoxymethyl)-4-(phenylamino)-1-piperidinecarboxylate and 170.2 parts of ethyl carbonochloridate is stirred and refluxed for 16 hours in an oil-bath at 110° C. The reaction mixture is evaporated and the residue is dissolved in 225 parts of trichloromethane. The solution is washed twice with water, dried, filtered and evaporated. The residue is dissolved in methylbenzene and the latter is evaporated again, yielding 14.2 parts (83.5%) of (phenylmethyl)... Starting materials: CC(C)(C)c1c(N)nn2cccnc12, O=C(O)CCc1ccc(C(F)(F)F)cc1. The product is CC(C)(C)c1c(NC(=O)CCc2ccc(C(F)(F)F)cc2)nn2cccnc12. Reaction SMILES: [C:1]([CH3:2])([CH3:3])([CH3:4])[c:5]1[c:6]([NH2:14])[n:7][n:8]2[c:9]1[n:10][cH:11][cH:12][cH:13]2.[F:15][C:16]([c:17]1[cH:18][cH:19][c:20]([CH2:21][CH2:22][C:23](=[O:24])[OH:25])[cH:26][cH:27]1)([F:28])[F:29]>>[C:1]([CH3:2])([CH3:3])([CH3:4])[c:5]1[c:6]([NH:14][C:23]([CH2:22][CH2:21][c:20]2[cH:19][cH:18][c:17]([C:16]([F:15])([F:28])[F:29])[cH:27][cH:26]2)=[O:24])[n:7][n:8]2[c:9]1[n:10][cH:11][cH:12][cH:13]2.